describe an organic reaction: reactants, conditions, products, and yield From a dataset of the Open Reaction Database (ORD), a public repository of structured organic reaction records. Reactants: ClC1=CC=C(C=C1)C1=C(CCC(C1)(C)C)CN1CCN(CC1)C1=CC(=C(C(=O)OCC)C=C1)OC1=C(C(=CC=C1)O)C (ethyl 4-(4-((2-(4-chlorophenyl)-4,4-dimethylcyclohex-1-enyl)methyl)piperazin-1-yl)-2-(3-hydroxy-2-methylphenoxy)benzoate), ClCOC (chloro(methoxy)methane), C([O-])([O-])=O.[Cs+].[Cs+] (cesium carbonate). Run in CN(C=O)C (N,N-dimethylformamide). Run at time 30 minute. Product: ClC1=CC=C(C=C1)C1=C(CCC(C1)(C)C)CN1CCN(CC1)C1=CC(=C(C(=O)OCC)C=C1)OC1=C(C(=CC=C1)OCOC)C (Ethyl 4-(4-((2-(4-chlorophenyl)-4,4-dimethylcyclohex-1-enyl)methyl)piperazin-1-yl)-2-(3-(methoxymethoxy)-2-methylphenoxy)benzoate). As a reaction SMILES: [Cl:1][C:2]1[CH:7]=[CH:6][C:5]([C:8]2[CH2:13][C:12]([CH3:15])([CH3:14])[CH2:11][CH2:10][C:9]=2[CH2:16][N:17]2[CH2:22][CH2:21][N:20]([C:23]3[CH:33]=[CH:32][C:26]([C:27]([O:29][CH2:30][CH3:31])=[O:28])=[C:25]([O:34][C:35]4[CH:40]=[CH:39][CH:38]=[C:37]([OH:41])[C:36]=4[CH3:42])[CH:24]=3)[CH2:19][CH2:18]2)=[CH:4][CH:3]=1.Cl[CH2:44][O:45][CH3:46].C(=O)([O-])[O-].[Cs+].[Cs+]>CN(C)C=O>[Cl:1][C:2]1[CH:3]=[CH:4][C:5]([C:8]2[CH2:13][C:12]([CH3:14])([CH3:15])[CH2:11][CH2:10][C:9]=2[CH2:16][N:17]2[CH2:22][CH2:21][N:20]([C:23]3[CH:33]=[CH:32][C:26]([C:27]([O:29][CH2:30][CH3:31])=[O:28])=[C:25]([O:34][C:35]4[CH:40]=[CH:39][CH:38]=[C:37]([O:41][CH2:44][O:45][CH3:46])[C:36]=4[CH3:42])[CH:24]=3)[CH2:19][CH2:18]2)=[CH:6][CH:7]=1 |f:2.3.4|. Procedure: A mixture of EXAMPLE 158B (0.6 g), chloro(methoxy)methane (0.18 g) and cesium carbonate (0.9 g) was suspended in N,N-dimethylformamide (15 mL). After it stirred at room temperature for 30 minutes, the crude product was purified by preparative HPLC using a 250×50 mm C18 column and eluting with 20-100% CH3CN vs. 0.1% trifluoroacetic acid in water. Starting materials: CON=C(C(=O)O)c1ccccc1COc1cc(C)ccc1C, CN(C)C=O, Cc1ccccc1, O=S(Cl)Cl. Product: CON=C(C(=O)Cl)c1ccccc1COc1cc(C)ccc1C. Reaction SMILES: [CH3:1][c:2]1[c:3]([O:4][CH2:5][c:6]2[c:7]([C:12]([C:13](=[O:14])[OH:15])=[N:16][O:17][CH3:18])[cH:8][cH:9][cH:10][cH:11]2)[cH:19][c:20]([CH3:23])[cH:21][cH:22]1.[CH3:24][N:25]([CH3:26])[CH:27]=[O:28].[CH3:33][c:34]1[cH:35][cH:36][cH:37][cH:38][cH:39]1.[S:29]([Cl:30])([Cl:31])=[O:32]>>[CH3:1][c:2]1[c:3]([O:4][CH2:5][c:6]2[c:7]([C:12]([C:13](=[O:14])[Cl:31])=[N:16][O:17][CH3:18])[cH:8][cH:9][cH:10][cH:11]2)[cH:19][c:20]([CH3:23])[cH:21][cH:22]1. Starting materials: BrC=1C=C(C(=C(C1)N(C1CCN(CC1)C(=O)OC(C)(C)C)C)C)C(NCC=1C(NC(=CC1C)C)=O)=O (Tert-butyl 4-((5-bromo-3-(((4,6-dimethyl-2-oxo-1,2-dihydropyridin-3-yl)methyl) carbamoyl)-2-methylphenyl)(methyl)amino)piperidin-1-carboxylate), B(O)O (boronic acid), CO (MeOH), C(=O)([O-])[O-].[Na+].[Na+] (Na2CO3). Reagents/catalysts: C=1C=CC(=CC1)[P](C=2C=CC=CC2)(C=3C=CC=CC3)[Pd]([P](C=4C=CC=CC4)(C=5C=CC=CC5)C=6C=CC=CC6)([P](C=7C=CC=CC7)(C=8C=CC=CC8)C=9C=CC=CC9)[P](C=1C=CC=CC1)(C=1C=CC=CC1)C=1C=CC=CC1 (Pd(PPh3)4). Solvent: O1CCOCC1 (1,4-dioxane), C(Cl)Cl (DCM). Run at temperature 100 celsius, time 2 hour. Product: CC1=C(C(NC(=C1)C)=O)CNC(=O)C=1C(=C(C=C(C1)C=1C=NC(=CC1)C=O)N(C1CCN(CC1)C(=O)OC(C)(C)C)C)C (tert-butyl 4-((3-(((4,6-dimethyl-2-oxo-1,2-dihydropyridin-3-yl)methyl)carbamoyl)-5-(6-formylpyridin-3-yl)-2-methylphenyl)(methyl)amino)piperidine-1-carboxylate). Isolated yield 152.6%. RXN SMILES: Br[C:2]1[CH:3]=[C:4]([C:24](=[O:36])[NH:25][CH2:26][C:27]2[C:28](=[O:35])[NH:29][C:30]([CH3:34])=[CH:31][C:32]=2[CH3:33])[C:5]([CH3:23])=[C:6]([N:8]([CH3:22])[CH:9]2[CH2:14][CH2:13][N:12]([C:15]([O:17][C:18]([CH3:21])([CH3:20])[CH3:19])=[O:16])[CH2:11][CH2:10]2)[CH:7]=1.B(O)O.[C:40]([O-:43])([O-])=O.[Na+].[Na+].CO>O1CCOCC1.C(Cl)Cl.C1C=CC([P]([Pd]([P](C2C=CC=CC=2)(C2C=CC=CC=2)C2C=CC=CC=2)([P](C2C=CC=CC=2)(C2C=CC=CC=2)C2C=CC=CC=2)[P](C2C=CC=CC=2)(C2C=CC=CC=2)C2C=CC=CC=2)(C2C=CC=CC=2)C2C=CC=CC=2)=CC=1>[CH3:33][C:32]1[CH:31]=[C:30]([CH3:34])[NH:29][C:28](=[O:35])[C:27]=1[CH2:26][NH:25][C:24]([C:4]1[C:5]([CH3:23])=[C:6]([N:8]([CH3:22])[CH:9]2[CH2:10][CH2:11][N:12]([C:15]([O:17][C:18]([CH3:19])([CH3:21])[CH3:20])=[O:16])[CH2:13][CH2:14]2)[CH:7]=[C:2]([C:10]2[CH:11]=[N:12][C:13]([CH:40]=[O:43])=[CH:14][CH:9]=2)[CH:3]=1)=[O:36] |f:2.3.4,^1:60,62,81,100|. Procedure: Tert-butyl 4-((5-bromo-3-(((4,6-dimethyl-2-oxo-1,2-dihydropyridin-3-yl)methyl) carbamoyl)-2-methylphenyl)(methyl)amino)piperidin-1-carboxylate (0.5 g, 0.892 mmol), (6-formylpyridin-3-yl))boronic acid (0.31 g, 1.33 mmol) and Pd(PPh3)4 (0.103 g, 0.082 mmol) in 1,4-dioxane (10 mL) was purged with argon for 10 min. Then, 2 M Na2CO3 solution (0.34 g, 3.21 mmol) was added to it and again argon was purged through it for 10 min. The reaction mixture was stirred at 100° C. for 2 h. After completion of th...